The task is: describe an organic reaction: reactants, conditions, products, and yield. This data is from the Open Reaction Database (ORD), a public repository of structured organic reaction records. Starting materials: C(C1=CC=CC=C1)N1CC2CN(CC2C1)C1=CC=C(C=C1)F (2-benzyl-5-(4-fluorophenyl)octahydropyrrolo[3,4-c]pyrrole), resultant mixture. Reagents/catalysts: [OH-].[Pd+2].[OH-] (palladium hydroxide). Run in C(C)O (ethanol). The product is crude product, FC1=CC=C(C=C1)N1CC2CNCC2C1 (2-(4-Fluorophenyl)octahydropyrrolo[3,4-c]pyrrole). Yield: 69.3%. RXN SMILES: C([N:8]1[CH2:15][CH:14]2[CH:10]([CH2:11][N:12]([C:16]3[CH:21]=[CH:20][C:19]([F:22])=[CH:18][CH:17]=3)[CH2:13]2)[CH2:9]1)C1C=CC=CC=1>[OH-].[Pd+2].[OH-].C(O)C>[F:22][C:19]1[CH:18]=[CH:17][C:16]([N:12]2[CH2:11][CH:10]3[CH:14]([CH2:15][NH:8][CH2:9]3)[CH2:13]2)=[CH:21][CH:20]=1 |f:1.2.3|. Procedure: To an ethanol solution (3.0 mL) of 2-benzyl-5-(4-fluorophenyl)octahydropyrrolo[3,4-c]pyrrole (52.0 mg, 0.175 mmol) synthesized in Reference Synthesis Example 225, palladium hydroxide-activated carbon catalyst (catalytic amount) was added and the resultant mixture was stirred under hydrogen atmosphere at room temperature for 2 days. After completion of the reaction, the reaction solution was filtered with Celite and the filtrate was concentrated under reduced pressure to obtain a crude product of... Starting materials: ClC1=C(C=O)C=C(C=C1)Cl (2,5-dichlorobenzaldehyde), NC1=NNC=C1 (3-aminopyrazole), O=C(CC(=O)OCC)CCC (ethyl 3-ketohexanoate). The product is ClC1=C(C=C(C=C1)Cl)C1C=2C(NC(=C1C(=O)OCC)CCC)=NNC2 (Ethyl 4-(2,5-dichlorophenyl)-4,7-dihydro-6-propyl-2H-pyrazolo[3,4-b]pyridine-5-carboxylate). As a reaction SMILES: [Cl:1][C:2]1[CH:9]=[CH:8][C:7]([Cl:10])=[CH:6][C:3]=1[CH:4]=O.[NH2:11][C:12]1[CH:16]=[CH:15][NH:14][N:13]=1.O=[C:18]([CH2:25][CH2:26][CH3:27])[CH2:19][C:20]([O:22][CH2:23][CH3:24])=[O:21]>>[Cl:1][C:2]1[CH:9]=[CH:8][C:7]([Cl:10])=[CH:6][C:3]=1[CH:4]1[C:19]([C:20]([O:22][CH2:23][CH3:24])=[O:21])=[C:18]([CH2:25][CH2:26][CH3:27])[NH:11][C:12]2=[N:13][NH:14][CH:15]=[C:16]12. Reported procedure: The title compound was prepared from 2,5-dichlorobenzaldehyde, 3-aminopyrazole and ethyl 3-ketohexanoate in the same manner as in Example 25. Reactants: [N-]=[N+]=[N-].[Na+] (Sodium azide), C(=C)[C@@H]1CC(=C[C@@H]2[C@H]1OS(O2)=O)C(=O)OC (methyl (3aR,7S,7aS)-7-vinyl-3a,6,7,7a-tetrahydro-1,3,2-benzodioxathiole-5-carboxylate 2-oxide). Run in CN(C)C=O (DMF), CCOC(=O)C (EtOAc). Conditions: time 8 hour. The product is N(=[N+]=[N-])[C@H]1C=C(C[C@H]([C@@H]1O)C=C)C(=O)OC (methyl (3S,4S,5S)-3-azido-4-hydroxy-5-vinyl-1-cyclohexene-1-carboxylate). Reaction SMILES: [N-:1]=[N+:2]=[N-:3].[Na+].[CH:5]([C@H:7]1[C@@H:12]2[O:13]S(=O)O[C@@H:11]2[CH:10]=[C:9]([C:17]([O:19][CH3:20])=[O:18])[CH2:8]1)=[CH2:6]>CN(C=O)C.CCOC(C)=O>[N:1]([C@@H:11]1[C@@H:12]([OH:13])[C@H:7]([CH:5]=[CH2:6])[CH2:8][C:9]([C:17]([O:19][CH3:20])=[O:18])=[CH:10]1)=[N+:2]=[N-:3] |f:0.1|. Reported procedure: Sodium azide can be added to a solution of Example 17G in DMF. The reaction mixture can be stirred overnight at room temperature, diluted with EtOAc, washed with brine, dried (MgSO4), filtered and concentrated. The concentrate can be purified by flash column chromatography to afford the desired product.